Dataset: the Open Reaction Database (ORD), a public repository of structured organic reaction records. Task: describe an organic reaction: reactants, conditions, products, and yield Starting materials: 4-(R)-benzyl-3-(2-(R)-{4-[5-(4-fluorophenyl)pyrimidin-2-yl]piperazine-1-ulfonylmethyl}-3-methyl-butyryl)oxazolidin-2-one, ClC1=CC=C(C=C1)C=1C=NC(=NC1)C1CCNCC1 (5-(4-chlorophenyl)-2-piperidin-4-ylpyrimidine), C(C1=CC=CC=C1)[C@H]1N(C(OC1)=O)C([C@@H](C(C)C)CS(=O)(=O)Cl)=O (4-(R)-benzyl-3-(2-(R)-chlorosulfonylmethyl-3-methylbutyryl)-oxazolidin-2-one). Yields the product C(C1=CC=CC=C1)[C@H]1N(C(OC1)=O)C([C@@H](C(C)C)CS(=O)(=O)N1CCC(CC1)C1=NC=C(C=N1)C1=CC=C(C=C1)Cl)=O (4-(R)-Benzyl-3-(2-(R)-{4-[5-(4-chlorophenyl)pyrimidin-2-yl]piperidine-1-sulfonylmethyl}-3-methylbutyryl)oxazolidin-2-one). Isolated yield 100.1%. RXN SMILES: [Cl:1][C:2]1[CH:7]=[CH:6][C:5]([C:8]2[CH:9]=[N:10][C:11]([CH:14]3[CH2:19][CH2:18][NH:17][CH2:16][CH2:15]3)=[N:12][CH:13]=2)=[CH:4][CH:3]=1.[CH2:20]([C@@H:27]1[CH2:31][O:30][C:29](=[O:32])[N:28]1[C:33](=[O:43])[C@H:34]([CH2:38][S:39](Cl)(=[O:41])=[O:40])[CH:35]([CH3:37])[CH3:36])[C:21]1[CH:26]=[CH:25][CH:24]=[CH:23][CH:22]=1>>[CH2:20]([C@@H:27]1[CH2:31][O:30][C:29](=[O:32])[N:28]1[C:33](=[O:43])[C@H:34]([CH2:38][S:39]([N:17]1[CH2:18][CH2:19][CH:14]([C:11]2[N:12]=[CH:13][C:8]([C:5]3[CH:6]=[CH:7][C:2]([Cl:1])=[CH:3][CH:4]=3)=[CH:9][N:10]=2)[CH2:15][CH2:16]1)(=[O:41])=[O:40])[CH:35]([CH3:37])[CH3:36])[C:21]1[CH:26]=[CH:25][CH:24]=[CH:23][CH:22]=1. Reported procedure: Prepared according to the method for the preparation of 4-(R)-benzyl-3-(2-(R)-{4-[5-(4-fluorophenyl)pyrimidin-2-yl]piperazine-1-ulfonylmethyl}-3-methyl-butyryl)oxazolidin-2-one, from 5-(4-chlorophenyl)-2-piperidin-4-ylpyrimidine (0.123 g) and 4-(R)-benzyl-3-(2-(R)-chlorosulfonylmethyl-3-methylbutyryl)-oxazolidin-2-one (0.269 g), to yield the title compound as a cream foam (0.275 g, 100%). Reactants: BrC1=CC(=C(C(=N1)C)NC(CC(C)(C)C)=O)C (N-(6-bromo-2,4-dimethylpyridin-3-yl)-3,3-dimethylbutanamide), C1NCCC2=CC=CC=C12 (1,2,3,4-tetrahydroisoquinoline), tris(dichlorobenzylidenacetone)palladium (0), C1(CCCCC1)P(C1=C(C=CC=C1)C1=C(C=CC=C1)N(C)C)C1CCCCC1 (2-dicyclohexylphosphino-2′-(N,N-dimethylamino)biphenyl), CC(C)([O-])C.[K+] (potassium tert-butoxide). Solvent: C1(=CC=CC=C1)C (toluene). Run at temperature 100 celsius. Product: C1N(CCC2=CC=CC=C12)C1=CC(=C(C(=N1)C)NC(CC(C)(C)C)=O)C (N-(6-(3,4-dihydroisoquinolin-2(1H)-yl)-2,4-dimethylpyridin-3-yl)-3,3-dimethylbutanamide). The yield is 79.0%. Reaction SMILES: Br[C:2]1[N:7]=[C:6]([CH3:8])[C:5]([NH:9][C:10](=[O:16])[CH2:11][C:12]([CH3:15])([CH3:14])[CH3:13])=[C:4]([CH3:17])[CH:3]=1.[CH2:18]1[C:27]2[C:22](=[CH:23][CH:24]=[CH:25][CH:26]=2)[CH2:21][CH2:20][NH:19]1.C1(P(C2CCCCC2)C2C=CC=CC=2C2C=CC=CC=2N(C)C)CCCCC1.CC(C)([O-])C.[K+]>C1(C)C=CC=CC=1>[CH2:18]1[C:27]2[C:22](=[CH:23][CH:24]=[CH:25][CH:26]=2)[CH2:21][CH2:20][N:19]1[C:2]1[N:7]=[C:6]([CH3:8])[C:5]([NH:9][C:10](=[O:16])[CH2:11][C:12]([CH3:15])([CH3:14])[CH3:13])=[C:4]([CH3:17])[CH:3]=1 |f:3.4|. Reported procedure: In a tube, a mixture of 1d (0.299 g, 1.0 mmol), 1,2,3,4-tetrahydroisoquinoline (0.20 g, 1.5 mmol) in toluene (10 ml) was degassed by nitrogen flow for 15 minutes. To this mixture was added tris(dichlorobenzylidenacetone)palladium (0) (0.046 g, 0.05 mmol), 2-dicyclohexylphosphino-2′-(N,N-dimethylamino)biphenyl (0.06 g, 0.15 mmol) and potassium tert-butoxide (0.168 g, 1.5 mmol). The tube was heated under microwave irradiation (Biotage Initiator®) for 2 hour at 100° C. The reaction mixture was cool... Reactants: CC1=C(COC=2C=3N(C=CC2)C(=C(N3)C)CC#C)C=CC=C1 (8-(2-methylbenzyloxy)-3-(2-propynyl)-2-methylimidazo[1,2-a]pyridine), [OH-].[Na+] (sodium hydroxide). Yield: 27.3%. Reaction SMILES: [CH3:1][C:2]1[CH:22]=[CH:21][CH:20]=[CH:19][C:3]=1[CH2:4][O:5][C:6]1[C:7]2[N:8]([C:12]([CH2:16][C:17]#[CH:18])=[C:13]([CH3:15])[N:14]=2)[CH:9]=[CH:10][CH:11]=1.[OH-].[Na+]>CO>[CH3:1][C:2]1[CH:22]=[CH:21][CH:20]=[CH:19][C:3]=1[CH2:4][O:5][C:6]1[C:7]2[N:8]([C:12]([CH:16]=[C:17]=[CH2:18])=[C:13]([CH3:15])[N:14]=2)[CH:9]=[CH:10][CH:11]=1 |f:1.2|. The product is CC1=C(COC=2C=3N(C=CC2)C(=C(N3)C)C=C=C)C=CC=C1 (8-(2-methylbenzyloxy)-3-(1,2-propadienyl)-2-methylimidazo[1,2-a]pyridine). The solvent is CO (methanol). Procedure details: A solution of 8-(2-methylbenzyloxy)-3-(2-propynyl)-2-methylimidazo[1,2-a]pyridine (0.99 g) and 1N-sodium hydroxide solution (5.65 ml) in methanol (50 ml) was stirred for 72 hours at room temperature. The mixture was evaporated in vacuo and the residue was dissolved in chloroform. The solution was washed with brine, dried over magnesium sulfate, and evaporated in vacuo. The residue was purified by column chromatography on silica gel (14 g) with a mixture of chloroform and ethyl acetate (15:1) as ... Starting materials: C1=CC=CC=2C3=CC=CC=C3C(C12)COC(=O)NN (N-[(9H-Fluoren-9-ylmethoxy)carbonyl]hydrazine), C(=O)(O)[O-].[Na+] (NaHCO3), C(=O)(Cl)Cl (Phosgene). Solvent: C(Cl)Cl (CH2Cl2), O (water), C(Cl)Cl (CH2Cl2). Reaction conditions: temperature 0 celsius, time 5 minute. Yields the product C1=CC=CC=2C3=CC=CC=C3C(C12)COC1=NNC(O1)=O (5-(9H-Fluoren-9-ylmethoxy)-3H-1,3,4-oxadiazol-2-one). Yield: 83.0%. As a reaction SMILES: [CH:1]1[C:13]2[CH:12]([CH2:14][O:15][C:16]([NH:18][NH2:19])=[O:17])[C:11]3[C:6](=[CH:7][CH:8]=[CH:9][CH:10]=3)[C:5]=2[CH:4]=[CH:3][CH:2]=1.[C:20]([O-])(O)=[O:21].[Na+].C(Cl)(Cl)=O>C(Cl)Cl.O>[CH:10]1[C:11]2[CH:12]([CH2:14][O:15][C:16]3[O:17][C:20](=[O:21])[NH:19][N:18]=3)[C:13]3[C:5](=[CH:4][CH:3]=[CH:2][CH:1]=3)[C:6]=2[CH:7]=[CH:8][CH:9]=1 |f:1.2|. Procedure details: A suspension of N-[(9H-fluoren-9-ylmethoxy)carbonyl]hydrazine (141) (1.49 g, 5.78 mmol), CH2Cl2 (60 ml) and saturated NaHCO3 solution (60 ml) was stirred vigorously at 0° C. for 5 minutes, and the solution was then left for 5 minutes without stirring. Phosgene (1.89 M in toluene, 7.95 ml, 15.0 mmol) was then carefully added to the lower, organic phase using a syringe, and stirring of the reaction mixture was begun again immediately after the addition. After 10 minutes, water (20 ml) and CH2Cl2 (... The reactants are Cl.N[C@](CC)(C)C(=O)O ((S)-isovaline hydrochloride), [Cl-].[Na+] (sodium chloride), CO (methanol), S(=O)(Cl)Cl (thionyl chloride). Product: CC([C@](C(=O)O)(C)N)C.Cl.COC([C@@](N)(CC)C)=O ((S)-isovaline methyl ester hydrochloride [Methyl (S)-2-amino-2-methylbutanoate]). RXN SMILES: Cl.[NH2:2][C@@:3]([C:7]([OH:9])=[O:8])([CH3:6])[CH2:4][CH3:5].[Cl-].[Na+].S(Cl)([Cl:14])=O.[CH3:16][OH:17]>>[CH3:5][CH:4]([CH3:16])[C@@:3]([NH2:2])([CH3:6])[C:7]([OH:9])=[O:8].[ClH:14].[CH3:16][O:17][C:7](=[O:8])[C@:3]([CH3:6])([CH2:4][CH3:5])[NH2:2] |f:0.1,2.3,6.7.8|. Procedure details: To a well-stirred suspension of the previous mixture of (S)-isovaline hydrochloride and sodium chloride in methanol (3 L) was slowly added thionyl chloride (373 g, 3.13 mole). After the addition was complete the reaction mixture was refluxed for 3 hours. The resulting mixture was cooled to room temperature and filtered. The resulting white filter cake was washed several times with methanol. The combined methanol filtrate and washings were concentrated using a rotary evaporator. Toluene was added... Reactants: BrC1=CC=C(C=C)C=C1 (4-bromostyrene). The reagents and catalysts are Cl[Ru](Cl)([P](C1CCCCC1)(C2CCCCC2)C3CCCCC3)([P](C4CCCCC4)(C5CCCCC5)C6CCCCC6)=CC7=CC=CC=C7 (Grubb's catalyst). Run in ClCCl (dichloromethane), ClCCl (DCM). The product is BrC1=CC=C(C=C1)C=CC1=CC=C(C=C1)Br (4,4′-Dibromostilbene). RXN SMILES: [Br:1][C:2]1[CH:9]=[CH:8][C:5]([CH:6]=[CH2:7])=[CH:4][CH:3]=1>Cl[Ru](=CC1C=CC=CC=1)([P](C1CCCCC1)(C1CCCCC1)C1CCCCC1)([P](C1CCCCC1)(C1CCCCC1)C1CCCCC1)Cl.ClCCl>[Br:1][C:2]1[CH:9]=[CH:8][C:5]([CH:6]=[CH:7][C:5]2[CH:8]=[CH:9][C:2]([Br:1])=[CH:3][CH:4]=2)=[CH:4][CH:3]=1 |^1:18,37|. Procedure: To a three neck 50 ml round bottom, 4-bromostyrene (14.490 g, 0.0786 mol) was added. To the solution, a magnetic stir bar along with dichloromethane (DCM) (10 mL) were added. To the solution, Grubb's catalyst (0.500 mg, 5.8×10−4 mol) along with DCM (25 mL) was added. The solution was allowed to react for 24 hours at room temperature. The precipitate was filtered and placed into a vial for storage. The reactants are Cl.BrC=1OC2=C(C1CN1CC(CCC1)C1=CC(=CC=C1)OC)C=CC=C2 (1-(2-Bromo-3-benzofurylmethyl)-3-(3-methoxyphenyl)-piperidine hydrochloride). The solvent is Br (hydrobromic acid). The product is Br.BrC=1OC2=C(C1CN1CC(CCC1)C=1C=C(C=CC1)O)C=CC=C2 (3-[1-(2-bromo-3-benzofurylmethyl)-3-piperidyl]phenol hydrobromide). Isolated yield 172.6%. As a reaction SMILES: Cl.[Br:2][C:3]1[O:4][C:5]2[CH:26]=[CH:25][CH:24]=[CH:23][C:6]=2[C:7]=1[CH2:8][N:9]1[CH2:14][CH2:13][CH2:12][CH:11]([C:15]2[CH:20]=[CH:19][CH:18]=[C:17]([O:21]C)[CH:16]=2)[CH2:10]1>Br>[BrH:2].[Br:2][C:3]1[O:4][C:5]2[CH:26]=[CH:25][CH:24]=[CH:23][C:6]=2[C:7]=1[CH2:8][N:9]1[CH2:14][CH2:13][CH2:12][CH:11]([C:15]2[CH:16]=[C:17]([OH:21])[CH:18]=[CH:19][CH:20]=2)[CH2:10]1 |f:0.1,3.4|. Procedure details: 1-(2-Bromo-3-benzofurylmethyl)-3-(3-methoxyphenyl) piperidine hydrochloride (1) (0.65 g) in 48% hydrobromic acid (200 ml) was heated at 110°-115° C. for 1.5 hours under nitrogen, and evaporated to dryness in vacuo. The residue crystallised from ethanol-ether to afford 3-[1-(2-bromo-3-benzofurylmethyl)-3-piperidyl]phenol hydrobromide (11) (0.6 g), m.p. 134°-140° C. (Found: M+ 385.0665. C20H20NO2Br requires M 385.0677). Reactants: CC(C#C)(C)O (3-methyl-1-butyne-3-ol), Cl/C(=C/CN(CC)CC1=CC(=CC=C1)O)/CC ((E)-N-(3-chloro-2-pentenyl)-N-ethyl-3-hydroxybenzylamine), C1(=CC=CC=C1)P(C1=CC=CC=C1)C1=CC=CC=C1 (triphenylphosphine), C(CCC)N (n-butylamine). The reagents and catalysts are [Cu]I (copper (I) iodide), [Pd](Cl)Cl (palladium chloride). The solvent is O1CCCC1 (tetrahydrofuran). Run at time 20 hour. Yields the product OC(C#C/C=C/CN(CC)CC1=CC(=CC=C1)O)(C)C ((E)-N-(6-Hydroxy-6-methyl-2-hepten-4-ynyl)-N-ethyl-3-hydroxybenzylamine). The yield is 78.0%. As a reaction SMILES: Cl/[C:2](/[CH2:16][CH3:17])=[CH:3]/[CH2:4][N:5]([CH2:8][C:9]1[CH:14]=[CH:13][CH:12]=[C:11]([OH:15])[CH:10]=1)[CH2:6][CH3:7].C1(P(C2C=CC=CC=2)C2C=CC=CC=2)C=CC=CC=1.C(N)CCC.[CH3:42][C:43]([OH:47])(C)[C:44]#C>[Cu]I.[Pd](Cl)Cl.O1CCCC1>[OH:47][C:43]([CH3:44])([CH3:42])[C:17]#[C:16]/[CH:2]=[CH:3]/[CH2:4][N:5]([CH2:8][C:9]1[CH:14]=[CH:13][CH:12]=[C:11]([OH:15])[CH:10]=1)[CH2:6][CH3:7]. Procedure: To 7.5 ml tetrahydrofuran were added 1.13 g (5 mmol) of (E)-N-(3-chloro-2-pentenyl)-N-ethyl-3-hydroxybenzylamine, 4.76 mg (0.25 mmol) of copper (I) iodide, 18.0 mg (0.1 mmol) of palladium chloride and 52.5 mg (0.2 mmol) of triphenylphosphine, and further, 0.99 ml (10 mmol) of n-butylamine and 0.58 ml (6 mmol) of 3-methyl-1-butyne-3-ol under ice cooling. The mixture was stirred for 20 hours at room temperature. The reaction mixture was concentrated under reduced pressure and the residue was subje... Starting materials: S(=O)(Cl)Cl (Thionyl chloride), C1(=CC=CC=C1)C#CC1=CC=C(CO)C=C1 (4-(phenylethynyl) benzyl alcohol). Run in C(Cl)(Cl)Cl (chloroform). The product is C1(=CC=CC=C1)C#CC1=CC=C(CCl)C=C1 (4-(Phenylethynyl)-benzyl chloride). RXN SMILES: S(Cl)([Cl:3])=O.[C:5]1([C:11]#[C:12][C:13]2[CH:20]=[CH:19][C:16]([CH2:17]O)=[CH:15][CH:14]=2)[CH:10]=[CH:9][CH:8]=[CH:7][CH:6]=1>C(Cl)(Cl)Cl>[C:5]1([C:11]#[C:12][C:13]2[CH:20]=[CH:19][C:16]([CH2:17][Cl:3])=[CH:15][CH:14]=2)[CH:10]=[CH:9][CH:8]=[CH:7][CH:6]=1. Reported procedure: Thionyl chloride, 7 ml., is added dropwise to a stirred solution of 6.0 g. (0.0288 mole) of 4-(phenylethynyl) benzyl alcohol in 100 ml. of dry chloroform at room temperature and the mixture is stirred for 6 hours. Solvent is evaporated under reduced pressure and at a temperature below 50°. The residue is freed from traces of thionyl chloride by dissolution in dry benzene and evaporation under reduced pressure. This process is repeated and the residual solid product is purified by sublimation in ... The reactants are O1[C@H]2[C@@H]1[C@@H](C=C1C[C@H]([C@H]3[C@@H]4CC[C@H](CC)[C@]4(CC[C@@H]3[C@@]21C)C)O)O (1α,2α-epoxypregn-4-ene- 3β,7α-diol), CCCCCC (hexane), C(C)OCC (diethyl ether), C(Cl)Cl (methylene chloride). Reagents/catalysts: [O-2].[O-2].[Mn+4] (manganese dioxide). Solvent: C(Cl)(Cl)Cl (chloroform). Yields the product O1[C@H]2[C@@H]1C(C=C1C[C@H]([C@H]3[C@@H]4CC[C@H](CC)[C@]4(CC[C@@H]3[C@@]21C)C)O)=O (1α,2α-epoxy-7α-hydroxypregn-4-en-3-one), ( V ). As a reaction SMILES: [O:1]1[C@H:3]2[C@H:4]([OH:24])[CH:5]=[C:6]3[C@:20]([CH3:21])([C@@H:2]12)[C@@H:19]1[C@H:9]([C@H:10]2[C@:16]([CH3:22])([CH2:17][CH2:18]1)[C@@H:13]([CH2:14][CH3:15])[CH2:12][CH2:11]2)[C@H:8]([OH:23])[CH2:7]3.CCCCCC.C(OCC)C.C(Cl)Cl>[O-2].[O-2].[Mn+4].C(Cl)(Cl)Cl>[O:1]1[C@H:3]2[C:4](=[O:24])[CH:5]=[C:6]3[C@:20]([CH3:21])([C@@H:2]12)[C@@H:19]1[C@H:9]([C@H:10]2[C@:16]([CH3:22])([CH2:17][CH2:18]1)[C@@H:13]([CH2:14][CH3:15])[CH2:12][CH2:11]2)[C@H:8]([OH:23])[CH2:7]3 |f:4.5.6|. Reported procedure: Thus, alcoholysis of compound (III) with a lower alcohol, such as methanol, ethanol, etc., in the presence of a basic compound, such as anhydrous potassium carbonate, anhydrous sodium carbonate, etc., at a temperature of about 0° to 30° C. yields an 1α,2α-epoxypregn-4-ene-3β,7α-diol derivative of general formula (IV). This 1α,2α-epoxypregn-4-ene- 3β,7α-diol derivative (IV) is oxidized with manganese dioxide in a solvent, such as hexane, diethyl ether, methylene chloride, chloroform, etc., at roo...